This data is from the Open Reaction Database (ORD), a public repository of structured organic reaction records. The task is: describe an organic reaction: reactants, conditions, products, and yield Starting materials: CC(=O)CC(=O)OC(C)(C)C, O=C([O-])O, Cc1ccccc1, [Cl-], O=[N+]([O-])c1ccc(F)c(F)c1F, [Na+], [Na+], O, O=S(=O)(O)O. Product: CC(=O)C(C(=O)OC(C)(C)C)c1c([N+](=O)[O-])ccc(F)c1F. As a reaction SMILES: [C:1]([CH2:2][C:3](=[O:4])[CH3:5])(=[O:6])[O:7][C:8]([CH3:9])([CH3:10])[CH3:11].[C:29](=[O:30])([OH:31])[O-:32].[CH3:36][c:37]1[cH:38][cH:39][cH:40][cH:41][cH:42]1.[Cl-:35].[F:12][c:13]1[c:14]([F:23])[c:15]([F:22])[c:16]([N+:19](=[O:20])[O-:21])[cH:17][cH:18]1.[Na+:33].[Na+:34].[OH2:43].[S:24](=[O:25])(=[O:26])([OH:27])[OH:28]>>[C:1]([CH:2]([C:3](=[O:4])[CH3:5])[c:15]1[c:14]([F:23])[c:13]([F:12])[cH:18][cH:17][c:16]1[N+:19](=[O:20])[O-:21])(=[O:6])[O:7][C:8]([CH3:9])([CH3:10])[CH3:11]. The reactants are OCC(=O)C1=CC=CC=C1 (2-hydroxyacetophenone), C([O-])([O-])=O.[K+].[K+] (potassium carbonate), CC1=C(CBr)C=CC=C1 (2-methylbenzyl bromide). Solvent: C(C)O (ethanol). Product: CC1=C(COCC(=O)C2=CC=CC=C2)C=CC=C1 (2-(2-Methylbenzyloxy)-acetophenone). Isolated yield 58.8%. Reaction SMILES: [OH:1][CH2:2][C:3]([C:5]1[CH:10]=[CH:9][CH:8]=[CH:7][CH:6]=1)=[O:4].C(=O)([O-])[O-].[K+].[K+].[CH3:17][C:18]1[CH:25]=[CH:24][CH:23]=[CH:22][C:19]=1[CH2:20]Br>C(O)C>[CH3:17][C:18]1[CH:25]=[CH:24][CH:23]=[CH:22][C:19]=1[CH2:20][O:1][CH2:2][C:3]([C:5]1[CH:10]=[CH:9][CH:8]=[CH:7][CH:6]=1)=[O:4] |f:1.2.3|. Reported procedure: 102 g (0.75 mol) of 2-hydroxyacetophenone and 102 g (0.75 mol) of potassium carbonate in 500 ml of absolute ethanol are initially taken. 139 g (0.75 mol) of 2-methylbenzyl bromide are added dropwise and the mixture is refluxed for 10 h. The mixture is cooled and filtered under suction, after which the filtrate is evaporated down. The crude product is recrystallized from diethyl ether. 106 g (59%) of product are obtained as crystals (mp.=53°-55° C.). Starting materials: CCOCC, COc1ccc2cncc(CO)c2c1, ClC(Cl)Cl, Cl, Cl, O=S(Cl)Cl. The product is COc1ccc2cncc(CCl)c2c1. As a reaction SMILES: [CH2:25]([O:26][CH2:27][CH3:28])[CH3:29].[CH3:3][O:4][c:5]1[cH:6][c:7]2[c:8]([CH2:15][OH:16])[cH:9][n:10][cH:11][c:12]2[cH:13][cH:14]1.[CH:21]([Cl:22])([Cl:23])[Cl:24].[ClH:1].[ClH:2].[S:17]([Cl:18])([Cl:19])=[O:20]>>[CH3:3][O:4][c:5]1[cH:6][c:7]2[c:8]([CH2:15][Cl:19])[cH:9][n:10][cH:11][c:12]2[cH:13][cH:14]1. The product is Cl.Cl.ClC1=CC=C(C=C1)C=1N=C(SC1)NCC1=CN=C(S1)NC (4-(4-Chlorophenyl)-N-((2-(methylamino)thiazol-5-yl)methyl)thiazol-2-amine dihydrochloride). Starting materials: 2w, CN(C=1SC(=CN1)C=O)C1OCCCC1 (2-(methyl-(tetrahydro-2H-pyran-2-yl)amino)thiazole-5-carbaldehyde), ClC1=CC=C(C=C1)C=1N=C(SC1)N (4-(4-chloro phenyl)thiazol-2-amine). Procedure: Compound 2aa was prepared as described for 2w starting from 2-(methyl-(tetrahydro-2H-pyran-2-yl)amino)thiazole-5-carbaldehyde and 4-(4-chloro phenyl)thiazol-2-amine: (30 mg, 77%). Mp. 122-123° C. Reaction SMILES: [CH3:1][N:2](C1CCCCO1)[C:3]1[S:4][C:5]([CH:8]=O)=[CH:6][N:7]=1.[Cl:16][C:17]1[CH:22]=[CH:21][C:20]([C:23]2[N:24]=[C:25]([NH2:28])[S:26][CH:27]=2)=[CH:19][CH:18]=1>>[ClH:16].[ClH:16].[Cl:16][C:17]1[CH:18]=[CH:19][C:20]([C:23]2[N:24]=[C:25]([NH:28][CH2:8][C:5]3[S:4][C:3]([NH:2][CH3:1])=[N:7][CH:6]=3)[S:26][CH:27]=2)=[CH:21][CH:22]=1 |f:2.3.4|. Starting materials: CCN=C=NCCCN(C)C, ClCCl, Cl, O=C(O)Cc1ccc(Oc2ccc(C(F)(F)F)cn2)cc1, CCc1nccc(N)c1Cl. Product: CCc1nccc(NC(=O)Cc2ccc(Oc3ccc(C(F)(F)F)cn3)cc2)c1Cl. RXN SMILES: [CH2:23]([N:24]=[C:25]=[N:26][CH2:27][CH2:28][CH2:29][N:30]([CH3:31])[CH3:32])[CH3:33].[Cl:44][CH2:45][Cl:46].[ClH:22].[F:1][C:2]([c:3]1[cH:4][cH:5][c:6]([O:9][c:10]2[cH:11][cH:12][c:13]([CH2:16][C:17](=[O:18])[OH:19])[cH:14][cH:15]2)[n:7][cH:8]1)([F:20])[F:21].[NH2:34][c:35]1[c:36]([Cl:43])[c:37]([CH2:41][CH3:42])[n:38][cH:39][cH:40]1>>[F:1][C:2]([c:3]1[cH:4][cH:5][c:6]([O:9][c:10]2[cH:11][cH:12][c:13]([CH2:16][C:17](=[O:19])[NH:34][c:35]3[c:36]([Cl:43])[c:37]([CH2:41][CH3:42])[n:38][cH:39][cH:40]3)[cH:14][cH:15]2)[n:7][cH:8]1)([F:20])[F:21].